This data is from the Open Reaction Database (ORD), a public repository of structured organic reaction records. The task is: describe an organic reaction: reactants, conditions, products, and yield Starting materials: C(C)(=O)OCCCCCCCCCCC(=O)Cl (11-acetoxy-n-undecanoyl chloride), [Cl-].[Al+3].[Cl-].[Cl-] (aluminum chloride), COC=1C=C(C=C(C1OC)OC)C (3,4,5-trimethoxytoluene), ice water. Solvent: ClCCCl (1,2-dichloroethane), ClCCCl (1,2-dichloroethane). Run at time 2 hour. Product: C(C)(=O)OCCCCCCCCCCC(=O)C1=C(C=C(C(=C1O)OC)OC)C (6-(11-acetoxy-1-oxoundecyl)-2,3-dimethoxy-5-methylphenol). The yield is 79.8%. As a reaction SMILES: [C:1]([O:4][CH2:5][CH2:6][CH2:7][CH2:8][CH2:9][CH2:10][CH2:11][CH2:12][CH2:13][CH2:14][C:15](Cl)=[O:16])(=[O:3])[CH3:2].[Cl-].[Al+3].[Cl-].[Cl-].[CH3:22][O:23][C:24]1[CH:25]=[C:26]([CH3:34])[CH:27]=[C:28]([O:32]C)[C:29]=1[O:30][CH3:31]>ClCCCl>[C:1]([O:4][CH2:5][CH2:6][CH2:7][CH2:8][CH2:9][CH2:10][CH2:11][CH2:12][CH2:13][CH2:14][C:15]([C:27]1[C:28]([OH:32])=[C:29]([O:30][CH3:31])[C:24]([O:23][CH3:22])=[CH:25][C:26]=1[CH3:34])=[O:16])(=[O:3])[CH3:2] |f:1.2.3.4|. Reported procedure: To a solution (150 ml) of 11-acetoxy-n-undecanoyl chloride (27.6 g) in 1,2-dichloroethane is added aluminum chloride (28 g), and the mixture is stirred at room temperature for 2 hours. The reaction mixture is cooled to 5° C. followed by addition of a solution (50 ml) of 3,4,5-trimethoxytoluene (19.1 g) in 1,2-dichloroethane and the whole mixture is stirred at room temperature for 72 hours. The reaction mixture is then heated to 50°-60° C. and stirred for 30 minutes. After cooling, 300 ml of ice ... Reactants: N#Cc1c(I)cc(I)c(CCC(=O)O)c1I, Cl, O. Product: NC(=O)c1c(I)cc(I)c(CCC(=O)O)c1I. RXN SMILES: [C:1](#[N:2])[c:3]1[c:4]([I:16])[c:5]([CH2:11][CH2:12][C:13](=[O:14])[OH:15])[c:6]([I:10])[cH:7][c:8]1[I:9].[ClH:17].[OH2:18]>>[C:1]([NH2:2])([c:3]1[c:4]([I:16])[c:5]([CH2:11][CH2:12][C:13](=[O:14])[OH:15])[c:6]([I:10])[cH:7][c:8]1[I:9])=[O:18]. Reactants: COC(=O)NCCCN(CCN(C(OC(C)(C)C)=O)C)C1=CC(=CC=C1)Cl (tert-butyl 2-((3-(methoxycarbonylamino)propyl)(3-chlorophenyl)amino)ethyl(methyl)carbamate), C([O-])(O)=O.[Na+] (sodium bicarbonate). The solvent is C(=O)(C(F)(F)F)O.C(Cl)Cl (TFA CH2Cl2). Reaction conditions: time 1 hour. Yields the product ClC=1C=C(C=CC1)N(CCCNC(OC)=O)CCNC (methyl 3-((3-chlorophenyl)(2-(methylamino)ethyl)amino)propylcarbamate). The yield is 43.0%. RXN SMILES: [CH3:1][O:2][C:3]([NH:5][CH2:6][CH2:7][CH2:8][N:9]([C:21]1[CH:26]=[CH:25][CH:24]=[C:23]([Cl:27])[CH:22]=1)[CH2:10][CH2:11][N:12](C)[C:13](=O)OC(C)(C)C)=[O:4].C(=O)(O)[O-].[Na+]>C(O)(C(F)(F)F)=O.C(Cl)Cl>[Cl:27][C:23]1[CH:22]=[C:21]([N:9]([CH2:10][CH2:11][NH:12][CH3:13])[CH2:8][CH2:7][CH2:6][NH:5][C:3](=[O:4])[O:2][CH3:1])[CH:26]=[CH:25][CH:24]=1 |f:1.2,3.4|. Procedure details: tert-butyl 2-((3-(methoxycarbonylamino)propyl)(3-chlorophenyl)amino)ethyl(methyl)carbamate (50 mg, 0.31 mmol) was dissolved in a solution of 20% (V/V) TFA/CH2Cl2 (4 mL). The reaction mixture was stirred at room temperature for 1 h, a solution of saturated sodium bicarbonate was added dropwise to adjust pH=7-8. The resulting mixture was extracted with CH2Cl2 (3×10 mL), washed with brine, dried over Na2SO4, concentrated in vacuo to afford methyl 3-((3-chlorophenyl)(2-(methylamino)ethyl)amino)propy... Starting materials: N1=C2C(=NC=C1)C(=O)OC2=O (2,3-pyrazinedicarboxylic anhydride), C(C)N1C(=CC2=CC=C3C(=C12)C=CC=C3)C (1-ethyl-2-methyl-1H-benz[g]indole). The product is keto-acid, C(C)N1C(=C(C2=CC=CC=C12)C(=O)C=1C(=NC=CN1)C(=O)O)C ((1-ethyl-2-methylindol-3-yl)-(2-carboxypyrazin-3-yl)ketone). Yield: 16.2%. As a reaction SMILES: [N:1]1[CH:6]=[CH:5][N:4]=[C:3]2[C:7]([O:9][C:10](=[O:11])[C:2]=12)=[O:8].[CH2:12]([N:14]1[C:22]2[C:17](=[CH:18][CH:19]=[C:20]3C=CC=C[C:21]3=2)[CH:16]=[C:15]1[CH3:27])[CH3:13]>>[CH2:12]([N:14]1[C:22]2[C:17](=[CH:18][CH:19]=[CH:20][CH:21]=2)[C:16]([C:7]([C:3]2[C:2]([C:10]([OH:9])=[O:11])=[N:1][CH:6]=[CH:5][N:4]=2)=[O:8])=[C:15]1[CH3:27])[CH3:13]. Procedure: The appropriate keto-acid is prepared as follows. A mixture of about 6 grams of 2,3-pyrazinedicarboxylic anhydride and about 10.5 grams of 1-ethyl-2-methyl-1H-benz[g]indole is heated on a steam bath for about 24 hours. The mixture is extracted with toluene. About 2 grams of (1-ethyl-2-methylindol-3-yl)-(2-carboxypyrazin-3-yl)ketone is obtained having a melting point of 212°-213° C. Starting materials: CN1C(=O)C[C@](C)(N/C/1=N/C(=O)OC(C)(C)C)c2sccc2Cl, CC1(C)OB(OC1(C)C)C2=CCCCC2. Reagents/catalysts: CCN=P(N=P(N(C)C)(N(C)C)N(C)C)(N(C)C)N(C)C (P2-Et), CC(C)c1cc(C(C)C)c(-c2ccccc2[PH](C(C)(C)C)(C(C)(C)C)[Pd]2(OS(C)(=O)=O)Nc3ccccc3-c3ccccc32)c(C(C)C)c1 (tBuXphos G3). The solvent is CS(C)=O (DMSO), O (water), CS(C)=O (DMSO), CS(C)=O (DMSO), CS(C)=O (DMSO). Run at time 22 hour. The product is CN1C(=O)C[C@](C)(N/C/1=N/C(=O)OC(C)(C)C)c2sccc2C3=CCCCC3, CN1C(=O)C[C@](C)(N/C/1=N/C(=O)OC(C)(C)C)c2sccc2Cl, c1ccc(-c2ccccc2)cc1. Starting materials: COCCOC (1,2-dimethoxyethane), C(C1=CC(OC)=C(OC)C=C1)=O (veratraldehyde), COCCOC (1,2-dimethoxyethane), [H-].[Na+] (sodium hydride), COCCOC (1,2-dimethoxyethane), O=C(CP(OC)(OC)=O)CCCCC (dimethyl 2-oxoheptylphosphonate). Run in O (water). Conditions: time 1 hour. Product: COC=1C=C(C=CC1OC)C=CC(CCCCC)=O (1-(3,4-dimethoxyphenyl)-3-oxo-1-octene). RXN SMILES: COCCOC.[H-].[Na+].[O:9]=[C:10]([CH2:18][CH2:19][CH2:20][CH2:21][CH3:22])[CH2:11]P(=O)(OC)OC.[CH:23](=O)[C:24]1[CH:33]=[CH:32][C:29]([O:30][CH3:31])=[C:26]([O:27][CH3:28])[CH:25]=1>O>[CH3:28][O:27][C:26]1[CH:25]=[C:24]([CH:23]=[CH:11][C:10](=[O:9])[CH2:18][CH2:19][CH2:20][CH2:21][CH3:22])[CH:33]=[CH:32][C:29]=1[O:30][CH3:31] |f:1.2|. Procedure: Under cooling with ice, to 70 ml of dry 1,2-dimethoxyethane containing 0.87 g of sodium hydride (50% mineral oil) was added dropwise 30 ml of dry 1,2-dimethoxyethane containing 4.0 g of dimethyl 2-oxoheptylphosphonate. Then, the mixture was stirred at room temperature for 1 hour and, after that, cooled at -30° C. Then, 3 ml of dry 1,2-dimethoxyethane containing 3.0 g of veratraldehyde was added dropwise. After dropping, the temperature was restored slowly to room temperature. Then, the reaction ...